From a dataset of the Open Reaction Database (ORD), a public repository of structured organic reaction records. describe an organic reaction: reactants, conditions, products, and yield Starting materials: CCOC(C)=O, NS(=O)(=O)c1c(Cl)ccc([N+](=O)[O-])c1O. Product: Nc1ccc(Cl)c(S(N)(=O)=O)c1O. As a reaction SMILES: [CH3:16][CH2:17][O:18][C:19](=[O:20])[CH3:21].[Cl:1][c:2]1[cH:3][cH:4][c:5]([N+:13]([O-:14])=[O:15])[c:6]([OH:12])[c:7]1[S:8](=[O:9])(=[O:10])[NH2:11]>>[Cl:1][c:2]1[cH:3][cH:4][c:5]([NH2:13])[c:6]([OH:12])[c:7]1[S:8](=[O:9])(=[O:10])[NH2:11]. Reactants: ClC1=NC=2N(C(=C1C1=C(C=C(C=C1F)F)F)Cl)N=CN2 (5,7-dichloro-6-(2,4,6-trifluorophenyl)-[1,2,4]triazolo[1,5-a]-pyrimidine), FC([C@H](C)N)(F)F ((S)-2,2,2-trifluoro-1-methyl-ethylamine), O (water). The solvent is CN(C)C=O (DMF). Run at temperature 0 celsius, time 24 hour. The product is ClC1=NC=2N(C(=C1C1=C(C=C(C=C1F)F)F)N[C@H](C(F)(F)F)C)N=CN2 ([5-Chloro-6-(2,4,6-trifluoro-phenyl)-[1,2,4]triazolo[1,5-a]pyrimidin-7-yl]-((1S)-2,2,2-trifluoro-1-methyl-ethyl)-amine). As a reaction SMILES: [Cl:1][C:2]1[C:7]([C:8]2[C:13]([F:14])=[CH:12][C:11]([F:15])=[CH:10][C:9]=2[F:16])=[C:6](Cl)[N:5]2[N:18]=[CH:19][N:20]=[C:4]2[N:3]=1.[F:21][C:22]([F:27])([F:26])[C@@H:23]([NH2:25])[CH3:24].O>CN(C=O)C>[Cl:1][C:2]1[C:7]([C:8]2[C:13]([F:14])=[CH:12][C:11]([F:15])=[CH:10][C:9]=2[F:16])=[C:6]([NH:25][C@@H:23]([CH3:24])[C:22]([F:27])([F:26])[F:21])[N:5]2[N:18]=[CH:19][N:20]=[C:4]2[N:3]=1. Procedure: To a solution of 5,7-dichloro-6-(2,4,6-trifluorophenyl)-[1,2,4]triazolo[1,5-a]-pyrimidine (200 g, 0.627 mol) in anhydrous DMF (1000 mL) is added (S)-2,2,2-trifluoro-1-methyl-ethylamine (177 g, 1.57 mol). The solution is stirred from about 20° C. to about 30° C. for 24 h. The reaction mixture is added to cold water (3000 mL) slowly over 30 min. The mixture is stirred for 30 min at 10-20° C. The solid product is filtered and washed with water (2×500 mL). The crude product is dissolved into IPA (10... The reactants are CC=1C=C2C=3CCCC(C3NC2=CC1)=O (6-methyl-1,2,3,4-tetrahydrocarbazol-1-one), C(CCl)Cl (ethylene chloride), [OH-].[Na+] (sodium hydroxide). Reagents/catalysts: S(=O)(=O)(O)[O-].C(CCC)[N+](CCCC)(CCCC)CCCC (tetrabutylammoniumhydrogen sulfate). Yields the product CC=1C=C2C=3CCCC(C3N(C2=CC1)CCCl)=O (6-methyl-9-(2-chloroethyl)-1,2,3,4-tetrahydrocarbazol-1-one). As a reaction SMILES: [CH3:1][C:2]1[CH:3]=[C:4]2[C:12](=[CH:13][CH:14]=1)[NH:11][C:10]1[C:9](=[O:15])[CH2:8][CH2:7][CH2:6][C:5]2=1.[CH2:16](Cl)[CH2:17][Cl:18].[OH-].[Na+]>S([O-])(O)(=O)=O.C([N+](CCCC)(CCCC)CCCC)CCC>[CH3:1][C:2]1[CH:3]=[C:4]2[C:12](=[CH:13][CH:14]=1)[N:11]([CH2:16][CH2:17][Cl:18])[C:10]1[C:9](=[O:15])[CH2:8][CH2:7][CH2:6][C:5]2=1 |f:2.3,4.5|. Procedure details: 100 g. (0.5 mole) of 6-methyl-1,2,3,4-tetrahydrocarbazol-1-one and 500 ml. (4 mole) of ethylene chloride are stirred together with 500 ml. of aqueous sodium hydroxide solution (30% strength) and 4.25 g. (12.5 m moles) of tetrabutylammoniumhydrogen sulfate for 20 hours at 20° to 30° C. Working up is done according to the procedure given in Example 1. 112 g. (=86% of the theoretical) of 6-methyl-9-(2-chloroethyl)-1,2,3,4-tetrahydrocarbazol-1-one (melting at 108° C.) are thus obtained. Reactants: O=C([O-])[O-], CCC(c1ccccc1)N1Cc2cc3c(cc2CC1C(=O)NC(Cc1ccc(-c2ccc(OC)cc2)cc1)C(=O)OC)N(C)C(=O)C(c1ccc(O)cc1)O3, Clc1ccc(CBr)cc1Cl, [K+], [K+], [Na+], [Na+], O=C([O-])[O-], CN(C)C=O. Yields the product CCC(c1ccccc1)N1Cc2cc3c(cc2CC1C(=O)NC(Cc1ccc(-c2ccc(OC)cc2)cc1)C(=O)OC)N(C)C(=O)C(c1ccc(OCc2ccc(Cl)c(Cl)c2)cc1)O3. As a reaction SMILES: [C:66](=[O:67])([O-:68])[O-:69].[CH3:1][O:2][C:3]([CH:4]([CH2:5][c:6]1[cH:7][cH:8][c:9](-[c:12]2[cH:13][cH:14][c:15]([O:18][CH3:19])[cH:16][cH:17]2)[cH:10][cH:11]1)[NH:20][C:21](=[O:22])[CH:23]1[N:24]([CH:46]([CH2:47][CH3:48])[c:49]2[cH:50][cH:51][cH:52][cH:53][cH:54]2)[CH2:25][c:26]2[cH:27][c:28]3[c:33]([cH:34][c:35]2[CH2:36]1)[N:32]([CH3:37])[C:31](=[O:38])[CH:30]([c:39]1[cH:40][cH:41][c:42]([OH:45])[cH:43][cH:44]1)[O:29]3)=[O:55].[Cl:56][c:57]1[cH:58][c:59]([CH2:60][Br:61])[cH:62][cH:63][c:64]1[Cl:65].[K+:70].[K+:71].[Na+:72].[Na+:73].[O-:74][C:75](=[O:76])[O-:77].[O:78]=[CH:79][N:80]([CH3:81])[CH3:82]>>[CH3:1][O:2][C:3]([CH:4]([CH2:5][c:6]1[cH:7][cH:8][c:9](-[c:12]2[cH:13][cH:14][c:15]([O:18][CH3:19])[cH:16][cH:17]2)[cH:10][cH:11]1)[NH:20][C:21](=[O:22])[CH:23]1[N:24]([CH:46]([CH2:47][CH3:48])[c:49]2[cH:50][cH:51][cH:52][cH:53][cH:54]2)[CH2:25][c:26]2[cH:27][c:28]3[c:33]([cH:34][c:35]2[CH2:36]1)[N:32]([CH3:37])[C:31](=[O:38])[CH:30]([c:39]1[cH:40][cH:41][c:42]([O:45][CH2:60][c:59]2[cH:58][c:57]([Cl:56])[c:64]([Cl:65])[cH:63][cH:62]2)[cH:43][cH:44]1)[O:29]3)=[O:55]. The reactants are CC(CO)(C)NC1=NC=C(C=C1[N+](=O)[O-])C(F)(F)F (2-(1,1-dimethyl-2-hydroxyethylamino)-3-nitro-5-(trifluoromethyl)pyridine), C(C)(=O)OC(C)=O (acetic anhydride). Solvent: N1=CC=CC=C1 (pyridine). Run at time 4 hour. Yields the product C(C)(=O)OCC(C)(C)NC1=NC=C(C=C1[N+](=O)[O-])C(F)(F)F (2-(2-acetoxy-1,1-dimethylethylamino)-3-nitro-5-(trifluoromethyl)pyridine). As a reaction SMILES: [CH3:1][C:2]([NH:6][C:7]1[C:12]([N+:13]([O-:15])=[O:14])=[CH:11][C:10]([C:16]([F:19])([F:18])[F:17])=[CH:9][N:8]=1)([CH3:5])[CH2:3][OH:4].[C:20](OC(=O)C)(=[O:22])[CH3:21]>N1C=CC=CC=1>[C:20]([O:4][CH2:3][C:2]([NH:6][C:7]1[C:12]([N+:13]([O-:15])=[O:14])=[CH:11][C:10]([C:16]([F:18])([F:19])[F:17])=[CH:9][N:8]=1)([CH3:1])[CH3:5])(=[O:22])[CH3:21]. Reported procedure: To a solution of 2-(1,1-dimethyl-2-hydroxyethylamino)-3-nitro-5-(trifluoromethyl)pyridine (1.2 g) in pyridine (12 mL) was added acetic anhydride (0.811 mL), and the mixture was stirred at room temperature under nitrogen atmosphere for 4 hours. The resulting mixture was concentrated in vacuo, and the residue was partitioned between ethyl acetate and water. The separated organic layer was washed successively with 1 N-hydrochloric acid, water, an aqueous saturated sodium hydrogencarbonate solution ... Starting materials: F[B-](F)(F)F, CC(C)N(C)CC=CC(=O)O, CCN(C(C)C)C(C)C, Oc1cc(Nc2ncnc3sc4c(c23)CCNC4)cc(Cl)c1Cl, Cl, Cl, CN(C)C=O, CN(C)C(On1nnc2ccccc21)=[N+](C)C. The product is CC(C)N(C)CC=CC(=O)N1CCc2c(sc3ncnc(Nc4cc(O)c(Cl)c(Cl)c4)c23)C1. RXN SMILES: [B-:46]([F:47])([F:48])([F:49])[F:50].[CH3:26][N:27]([CH2:28][CH:29]=[CH:30][C:31](=[O:32])[OH:33])[CH:34]([CH3:35])[CH3:36].[CH:37]([N:38]([CH2:39][CH3:40])[CH:41]([CH3:42])[CH3:43])([CH3:44])[CH3:45].[Cl:2][c:3]1[c:4]([OH:24])[cH:5][c:6]([NH:10][c:11]2[c:12]3[c:13]([n:14][cH:15][n:16]2)[s:17][c:18]2[c:19]3[CH2:20][CH2:21][NH:22][CH2:23]2)[cH:7][c:8]1[Cl:9].[ClH:1].[ClH:25].[O:68]=[CH:69][N:70]([CH3:71])[CH3:72].[n:51]1([O:52][C:53]([N:54]([CH3:55])[CH3:56])=[N+:57]([CH3:58])[CH3:59])[c:60]2[cH:61][cH:62][cH:63][cH:64][c:65]2[n:66][n:67]1>>[Cl:2][c:3]1[c:4]([OH:24])[cH:5][c:6]([NH:10][c:11]2[c:12]3[c:13]([n:14][cH:15][n:16]2)[s:17][c:18]2[c:19]3[CH2:20][CH2:21][N:22]([C:31]([CH:30]=[CH:29][CH2:28][N:27]([CH3:26])[CH:34]([CH3:35])[CH3:36])=[O:32])[CH2:23]2)[cH:7][c:8]1[Cl:9].